From a dataset of the Open Reaction Database (ORD), a public repository of structured organic reaction records. describe an organic reaction: reactants, conditions, products, and yield Reactants: N(=O)Cl (Nitrosyl chloride), CC=1CS[C@H]2N(C1C(=O)O)C([C@H]2NC(COC2=CC=CC=C2)=O)=O (3-Methyl-7β-phenoxyacetamidoceph-3-em-4-carboxylic acid), COC1=CC=C(CN)C=C1 (p-methoxy-benzylamine), S(=O)(=O)([O-])[O-].[Na+].[Na+] (sodium sulphate), C([O-])([O-])=O.[K+].[K+] (potassium carbonate). Solvent: ClCCl (dichloromethane). Run at time 50 minute. The product is CC=1CS[C@H]2N(C1C(=O)OCC1=CC=C(C=C1)OC)C([C@H]2NC(COC2=CC=CC=C2)=O)=O (p-Methoxybenzyl 3-methyl-7β-phenoxyacetamidoceph-3-em-4-carboxylate). Isolated yield 50.6%. RXN SMILES: [CH3:1][C:2]1[CH2:3][S:4][C@@H:5]2[C@H:12]([NH:13][C:14](=[O:23])[CH2:15][O:16][C:17]3[CH:22]=[CH:21][CH:20]=[CH:19][CH:18]=3)[C:11](=[O:24])[N:6]2[C:7]=1[C:8]([OH:10])=[O:9].[CH3:25][O:26][C:27]1[CH:34]=[CH:33][C:30]([CH2:31]N)=[CH:29][CH:28]=1.S([O-])([O-])(=O)=O.[Na+].[Na+].C(=O)([O-])[O-].[K+].[K+].N(Cl)=O>ClCCl>[CH3:1][C:2]1[CH2:3][S:4][C@@H:5]2[C@H:12]([NH:13][C:14](=[O:23])[CH2:15][O:16][C:17]3[CH:18]=[CH:19][CH:20]=[CH:21][CH:22]=3)[C:11](=[O:24])[N:6]2[C:7]=1[C:8]([O:10][CH2:31][C:30]1[CH:33]=[CH:34][C:27]([O:26][CH3:25])=[CH:28][CH:29]=1)=[O:9] |f:2.3.4,5.6.7|. Procedure: 3-Methyl-7β-phenoxyacetamidoceph-3-em-4-carboxylic acid (3.48 g., 10 m. moles) was dissolved in dichloromethane (50 ml) with p-methoxy-benzylamine (3.43 g., 25 m. moles) together with anhydrous sodium sulphate (5 g) and potassium carbonate (6.7 g). Nitrosyl chloride (12.5 ml, 10% solution in dichloromethane, 25 m. moles) was added over about 10 minutes at -5° with vigorous stirring. Some partial gel formation occurred but this dissolved while the mixture was stirred for a further 50 minutes whil... Reactants: C(=O)(O)C=1C=C(C=CC1)CCC=1C(=CC(=C(C1)C1=CC=NN1C1=C(C=CC=C1)Cl)OC)OC (5-{5-[2-(3-carboxyphenyl)ethyl]2,4-dimethoxyphenyl}-1-(2-chlorophenyl)-1H-pyrazole). Run in CCOCC (Ether). Product: C(=O)(O)C=1C=C(C=CC1)CCC=1C(=CC(=C(C1)C1=CC=NN1C1=C(C=CC=C1)Cl)O)O (5-{5-[2-(3-carboxyphenyl)ethyl]2,4-dihydroxyphenyl}-1-(2-chlorophenyl)-1H-pyrazole). Reaction SMILES: [C:1]([C:4]1[CH:5]=[C:6]([CH2:10][CH2:11][C:12]2[C:13]([O:32]C)=[CH:14][C:15]([O:30]C)=[C:16]([C:18]3[N:22]([C:23]4[CH:28]=[CH:27][CH:26]=[CH:25][C:24]=4[Cl:29])[N:21]=[CH:20][CH:19]=3)[CH:17]=2)[CH:7]=[CH:8][CH:9]=1)([OH:3])=[O:2]>CCOCC>[C:1]([C:4]1[CH:5]=[C:6]([CH2:10][CH2:11][C:12]2[C:13]([OH:32])=[CH:14][C:15]([OH:30])=[C:16]([C:18]3[N:22]([C:23]4[CH:28]=[CH:27][CH:26]=[CH:25][C:24]=4[Cl:29])[N:21]=[CH:20][CH:19]=3)[CH:17]=2)[CH:7]=[CH:8][CH:9]=1)([OH:3])=[O:2]. Procedure: Analogous reaction of “E2a” with 3-carboxystyrene gives the compound 5-[5-(3-carboxystyryl)-2,4-dimethoxyphenyl]1-(2-chlorophenyl)-1H-pyrazole and hydrogenation thereof gives 5-{5-[2-(3-carboxyphenyl)ethyl]2,4-dimethoxyphenyl}-1-(2-chlorophenyl)-1H-pyrazole. Ether cleavage gives 5-{5-[2-(3-carboxyphenyl)ethyl]2,4-dihydroxyphenyl}-1-(2-chlorophenyl)-1H-pyrazole. Reactants: CCOC(=O)Oc1ccc2cc(SC3SC(=O)NC3=O)ccc2c1, CO, [K+], [OH-]. Yields the product O=C1NC(=O)C(Sc2ccc3cc(O)ccc3c2)S1. RXN SMILES: [CH2:3]([O:4][C:5](=[O:6])[O:8][c:9]1[cH:10][c:11]2[cH:12][cH:13][c:14]([S:19][CH:20]3[C:21](=[O:26])[NH:22][C:23](=[O:25])[S:24]3)[cH:15][c:16]2[cH:17][cH:18]1)[CH3:7].[CH3:27][OH:28].[K+:2].[OH-:1]>>[OH:8][c:9]1[cH:10][c:11]2[cH:12][cH:13][c:14]([S:19][CH:20]3[C:21](=[O:26])[NH:22][C:23](=[O:25])[S:24]3)[cH:15][c:16]2[cH:17][cH:18]1.